This data is from the Open Reaction Database (ORD), a public repository of structured organic reaction records. The task is: describe an organic reaction: reactants, conditions, products, and yield The reactants are COC=1C=C2C(=CC=NC2=CC1OC)OC1=CC(=C(N)C=C1C)C (4-[(6,7-Dimethoxy-4-quinolyl)oxy]-2,5-dimethylaniline), ClC(Cl)(OC(OC(Cl)(Cl)Cl)=O)Cl (triphosgene), C([O-])(O)=O.[Na+] (sodium bicarbonate), O1CCN(CC1)CCCO (3-morpholino-1-propanol). Run in C(C)N(CC)CC (triethylamine), C1(=CC=CC=C1)C (toluene), C(Cl)Cl (methylene chloride). Product: COC=1C=C2C(=CC=NC2=CC1OC)OC1=CC(=C(C=C1C)NC(OCCCN1CCOCC1)=O)C (3-Morpholinopropyl N-{4-[(6,7-dimethoxy-4-quinolyl)oxy]-2,5-dimethylphenyl}carbamate). The yield is 73.3%. RXN SMILES: [CH3:1][O:2][C:3]1[CH:4]=[C:5]2[C:10](=[CH:11][C:12]=1[O:13][CH3:14])[N:9]=[CH:8][CH:7]=[C:6]2[O:15][C:16]1[C:22]([CH3:23])=[CH:21][C:19]([NH2:20])=[C:18]([CH3:24])[CH:17]=1.ClC(Cl)(O[C:29](=[O:35])[O:30][C:31](Cl)(Cl)Cl)Cl.[O:37]1[CH2:42][CH2:41][N:40]([CH2:43][CH2:44]CO)[CH2:39][CH2:38]1.C(=O)(O)[O-].[Na+]>C(Cl)Cl.C(N(CC)CC)C.C1(C)C=CC=CC=1>[CH3:1][O:2][C:3]1[CH:4]=[C:5]2[C:10](=[CH:11][C:12]=1[O:13][CH3:14])[N:9]=[CH:8][CH:7]=[C:6]2[O:15][C:16]1[C:22]([CH3:23])=[CH:21][C:19]([NH:20][C:29](=[O:35])[O:30][CH2:31][CH2:44][CH2:43][N:40]2[CH2:41][CH2:42][O:37][CH2:38][CH2:39]2)=[C:18]([CH3:24])[CH:17]=1 |f:3.4|. Procedure: 4-[(6,7-Dimethoxy-4-quinolyl)oxy]-2,5-dimethylaniline (50 mg) was added to toluene (5 ml), and triethylamine (0.5 ml), and the mixture was heated under reflux to prepare a solution. A solution of triphosgene (68 mg) in methylene chloride was then added thereto, and the mixture was heated under reflux for 10 min. Next, 3-morpholino-1-propanol (33 mg) was added thereto, and the mixture was further stirred with heating under reflux for 3 hr. A saturated aqueous sodium bicarbonate solution was added... Starting materials: [Cl-].[Cl-].[Ca+2] (CaCl2), ClC=1N=C2N(C=CC=C2)C1C(=O)OCC (ethyl 2-chloroimidazo[1,2-a]pyridine-3-carboxylate), [H-].[Na+] (NaH), C(C)N1C(N(C2=NC=CC=C21)C2=CC=C(C=C2)O)=O (1-ethyl-3-(4-hydroxyphenyl)-1,3-dihydro-2H-imidazo[4,5-b]pyridin-2-one). Solvent: CN(C)C=O (DMF), CO (MeOH). Product: C(C)N1C(N(C2=NC=CC=C21)C2=CC=C(C=C2)OC=2N=C1N(C=CC=C1)C2)=O (1-ethyl-3-[4-(imidazo[1,2-a]pyridin-2-yloxy)phenyl]-1,3-dihydro-2H-imidazo[4,5-b]pyridin-2-one). The yield is 11.0%. As a reaction SMILES: Cl[C:2]1[N:3]=[C:4]2[CH:9]=[CH:8][CH:7]=[CH:6][N:5]2[C:10]=1C(OCC)=O.[H-].[Na+].[CH2:18]([N:20]1[C:28]2[C:23](=[N:24][CH:25]=[CH:26][CH:27]=2)[N:22]([C:29]2[CH:34]=[CH:33][C:32]([OH:35])=[CH:31][CH:30]=2)[C:21]1=[O:36])[CH3:19].[Cl-].[Cl-].[Ca+2]>CN(C=O)C.CO>[CH2:18]([N:20]1[C:28]2[C:23](=[N:24][CH:25]=[CH:26][CH:27]=2)[N:22]([C:29]2[CH:30]=[CH:31][C:32]([O:35][C:2]3[N:3]=[C:4]4[CH:9]=[CH:8][CH:7]=[CH:6][N:5]4[CH:10]=3)=[CH:33][CH:34]=2)[C:21]1=[O:36])[CH3:19] |f:1.2,4.5.6|. Procedure: The mixture of ethyl 2-chloroimidazo[1,2-a]pyridine-3-carboxylate (220 mg), NaH (70 mg) and 1-ethyl-3-(4-hydroxyphenyl)-1,3-dihydro-2H-imidazo[4,5-b]pyridin-2-one (255 mg) in DMF (2 mL) was stirred at 100° C. under a dry atmosphere (CaCl2 tube) for 1 h. The mixture was diluted with MeOH and concentrated under reduced pressure. The residue was purified by column chromatography (NH silica gel, eluted with 0%-30% EtOAc in hexane) to give 1-ethyl-3-[4-(imidazo[1,2-a]pyridin-2-yloxy)phenyl]-1,3-dihyd... Reactants: C(C)OC(=O)C=1N=C(C=2N(C3=CC=CC=C3C2C1O)C)Br (1-bromo-4-hydroxy-9-methyl-9H-beta-carboline-3-carboxylic acid ethyl ester), C(CCC)[Sn](C1=CC=CC=C1)(CCCC)CCCC (tributyl phenyl tin). The reagents and catalysts are Cl[Pd]([P](C1=CC=CC=C1)(C2=CC=CC=C2)C3=CC=CC=C3)([P](C4=CC=CC=C4)(C5=CC=CC=C5)C6=CC=CC=C6)Cl (Pd(PPh3)2Cl2). Solvent: CN(C)C=O (DMF). Reaction conditions: temperature 120 celsius. Product: C(C)OC(=O)C=1N=C(C=2N(C3=CC=CC=C3C2C1O)C)C1=CC=CC=C1 (4-Hydroxy-9-methyl-1-phenyl-9H-b-carboline-3-carboxylic acid ethyl ester). As a reaction SMILES: [CH2:1]([O:3][C:4]([C:6]1[N:7]=[C:8](Br)[C:9]2[N:10]([CH3:20])[C:11]3[C:16]([C:17]=2[C:18]=1[OH:19])=[CH:15][CH:14]=[CH:13][CH:12]=3)=[O:5])[CH3:2].C([Sn](CCCC)(CCCC)[C:27]1[CH:32]=[CH:31][CH:30]=[CH:29][CH:28]=1)CCC>CN(C=O)C.Cl[Pd](Cl)([P](C1C=CC=CC=1)(C1C=CC=CC=1)C1C=CC=CC=1)[P](C1C=CC=CC=1)(C1C=CC=CC=1)C1C=CC=CC=1>[CH2:1]([O:3][C:4]([C:6]1[N:7]=[C:8]([C:27]2[CH:32]=[CH:31][CH:30]=[CH:29][CH:28]=2)[C:9]2[N:10]([CH3:20])[C:11]3[C:16]([C:17]=2[C:18]=1[OH:19])=[CH:15][CH:14]=[CH:13][CH:12]=3)=[O:5])[CH3:2] |^1:48,67|. Procedure details: A mixture of 1-bromo-4-hydroxy-9-methyl-9H-beta-carboline-3-carboxylic acid ethyl ester (150 mg), tributyl phenyl tin (0.169 mL), and Pd(PPh3)2Cl2 (15 mg) in DMF (1.5 mL) was heated at 120° C. for 41 min. The reaction was then partitioned between EtOAc and water, the organic phase was subsequently washed with sat. NaCl solution, dried over anhydrous sodium sulfate and then filtered, concentrated; the residue was purified with column to give the title compound (94 mg). ESI MS (m/z): 347 (M+H)+. Starting materials: IC1=CC(=NC2=C(C=CC=C12)OC)C1=CN=C2N1C=CC(=C2)OCCOC (4-iodo-8-methoxy-2-(7-(2-methoxyethoxy)imidazo[1,2-a]pyridin-3-yl)quinoline), O1C(=CC=C1)P(C=1OC=CC1)C=1OC=CC1 (trifuran-2-ylphosphine), C(CCC)[Sn](C=C)(CCCC)CCCC (tributyl(vinyl)stannane). The reagents and catalysts are C=1C=CC(=CC1)/C=C/C(=O)/C=C/C2=CC=CC=C2.C=1C=CC(=CC1)/C=C/C(=O)/C=C/C2=CC=CC=C2.C=1C=CC(=CC1)/C=C/C(=O)/C=C/C2=CC=CC=C2.[Pd].[Pd] (Pd2dba3). Solvent: CN1CCCC1=O (NMP). Run at temperature 80 celsius, time 2 hour. Product: COC=1C=CC=C2C(=CC(=NC12)C1=CN=C2N1C=CC(=C2)OCCOC)C=C (8-methoxy-2-(7-(2-methoxyethoxy)imidazo[1.2-a]pyridin-3-yl)-4-vinylquinoline). Yield: 80.0%. Reaction SMILES: I[C:2]1[C:11]2[C:6](=[C:7]([O:12][CH3:13])[CH:8]=[CH:9][CH:10]=2)[N:5]=[C:4]([C:14]2[N:18]3[CH:19]=[CH:20][C:21]([O:23][CH2:24][CH2:25][O:26][CH3:27])=[CH:22][C:17]3=[N:16][CH:15]=2)[CH:3]=1.O1C=C[CH:30]=[C:29]1P(C1OC=CC=1)C1OC=CC=1.C([Sn](CCCC)(CCCC)C=C)CCC>CN1C(=O)CCC1.C1C=CC(/C=C/C(/C=C/C2C=CC=CC=2)=O)=CC=1.C1C=CC(/C=C/C(/C=C/C2C=CC=CC=2)=O)=CC=1.C1C=CC(/C=C/C(/C=C/C2C=CC=CC=2)=O)=CC=1.[Pd].[Pd]>[CH3:13][O:12][C:7]1[CH:8]=[CH:9][CH:10]=[C:11]2[C:6]=1[N:5]=[C:4]([C:14]1[N:18]3[CH:19]=[CH:20][C:21]([O:23][CH2:24][CH2:25][O:26][CH3:27])=[CH:22][C:17]3=[N:16][CH:15]=1)[CH:3]=[C:2]2[CH:29]=[CH2:30] |f:4.5.6.7.8|. Procedure details: To 4-iodo-8-methoxy-2-(7-(2-methoxyethoxy)imidazo[1,2-a]pyridin-3-yl)quinoline (898 mg, 1.89 mmol) in NMP (10 mL) was added Pd2dba3 (87 mg, 0.09 mmol), trifuran-2-ylphosphine (88 mg, 0.37 mmol) and tributyl(vinyl)stannane (659 mg, 2.1 mmol). The reaction flask was purged with N2 and the reaction was stirred at 80° C. for 2 hours. The crude mixture was diluted with EtOAc (30 mL) then washed with H2O, dried over Na2SO4 and concentrated. The residue was purified by flash column chromatography (EtOA... Reactants: C, CCOC(=O)Cc1cn(Cc2ccccc2)nc1OCC, CCO, O=CO, [Pd]. Product: CCOC(=O)Cc1c[nH]nc1OCC. RXN SMILES: [C:25].[CH2:1]([c:2]1[cH:3][cH:4][cH:5][cH:6][cH:7]1)[n:8]1[n:9][c:10]([O:19][CH2:20][CH3:21])[c:11]([CH2:13][C:14](=[O:15])[O:16][CH2:17][CH3:18])[cH:12]1.[CH3:27][CH2:28][OH:29].[CH:22]([OH:23])=[O:24].[Pd:26]>>[nH:8]1[n:9][c:10]([O:19][CH2:20][CH3:21])[c:11]([CH2:13][C:14](=[O:15])[O:16][CH2:17][CH3:18])[cH:12]1. Solvent: O (water), C(OC)COC (dimethoxyethane), C(OC)COC (dimethoxyethane), CC(=O)C (acetone). Product: ClC1=C(COC(CN2C=NC=C2)CSC2=CC=C(C=C2)C(C)(C)C)C=CC(=C1)Cl (2-(2,4-Dichlorobenzyloxy)-1-(1-imidazolyl)-3-(4-tert-butylphenylthio)propane). Reaction SMILES: [H-].[Na+].C(=O)=O.[N:6]1([CH2:11][CH:12]([OH:25])[CH2:13][S:14][C:15]2[CH:20]=[CH:19][C:18]([C:21]([CH3:24])([CH3:23])[CH3:22])=[CH:17][CH:16]=2)[CH:10]=[CH:9][N:8]=[CH:7]1.[Cl:26][C:27]1[CH:34]=[C:33]([Cl:35])[CH:32]=[CH:31][C:28]=1[CH2:29]Cl>C(COC)OC.O.CC(C)=O>[Cl:26][C:27]1[CH:34]=[C:33]([Cl:35])[CH:32]=[CH:31][C:28]=1[CH2:29][O:25][CH:12]([CH2:13][S:14][C:15]1[CH:20]=[CH:19][C:18]([C:21]([CH3:22])([CH3:24])[CH3:23])=[CH:17][CH:16]=1)[CH2:11][N:6]1[CH:10]=[CH:9][N:8]=[CH:7]1 |f:0.1|. Conditions: temperature -20 celsius. The reactants are ClC1=C(CCl)C=CC(=C1)Cl (2,4-dichlorobenzyl chloride), N1(C=NC=C1)CC(CSC1=CC=C(C=C1)C(C)(C)C)O (1-(1-imidazolyl)-3-(4-tert-butylphenylthio)-propan-2-ol), [H-].[Na+] (sodium hydride), C(=O)=O (dry ice). Procedure details: A dry 250-ml round bottom flask equipped with stir bar, addition funnel and N2 inlet was charged with dry dimethoxyethane (25 ml) and sodium hydride [60% (0.79 g, 0.0265 moles)]. The resulting slurry was cooled to -35° C. (with an external dry ice and acetone bath); then 1-(1-imidazolyl)-3-(4-tert-butylphenylthio)-propan-2-ol, 5.0 g (0.0172 moles), in 10 ml dry dimethoxyethane was added dropwise. After the addition was complete, the reaction mixture was allowed to warm to about -20° to -10° C. a...